Dataset: the Open Reaction Database (ORD), a public repository of structured organic reaction records. Task: describe an organic reaction: reactants, conditions, products, and yield Reactants: C[O-].[Na+] (Sodium methoxide), C(C)OP(=O)(OCC)CC1=NC=C(C=N1)C=1C=C(C2=C(N=C(S2)NC(=O)NCC)C1)C1=NC=CC=C1 (1-[5-[2-(diethoxyphosphorylmethyl)pyrimidin-5-yl]-7-(2-pyridyl)-1,3-benzothiazol-2-yl]-3-ethyl-urea), C(C)=O (Acetaldehyde). Solvent: CCOC(=O)C (EtOAc), C1CCOC1 (THF). Run at time 90 minute. The product is C(C)NC(=O)NC=1SC2=C(N1)C=C(C=C2C2=NC=CC=C2)C=2C=NC(=NC2)\C=C\C (1-ethyl-3-[5-[2-[(E)-prop-1-enyl]pyrimidin-5-yl]-7-(2-pyridyl)-1,3-benzothiazol-2-yl]urea). Reaction SMILES: C[O-].[Na+].C(OP([CH2:12][C:13]1[N:18]=[CH:17][C:16]([C:19]2[CH:20]=[C:21]([C:34]3[CH:39]=[CH:38][CH:37]=[CH:36][N:35]=3)[C:22]3[S:26][C:25]([NH:27][C:28]([NH:30][CH2:31][CH3:32])=[O:29])=[N:24][C:23]=3[CH:33]=2)=[CH:15][N:14]=1)(OCC)=O)C.[CH:40](=O)[CH3:41]>C1COCC1.CCOC(C)=O>[CH2:31]([NH:30][C:28]([NH:27][C:25]1[S:26][C:22]2[C:21]([C:34]3[CH:39]=[CH:38][CH:37]=[CH:36][N:35]=3)=[CH:20][C:19]([C:16]3[CH:15]=[N:14][C:13](/[CH:12]=[CH:40]/[CH3:41])=[N:18][CH:17]=3)=[CH:33][C:23]=2[N:24]=1)=[O:29])[CH3:32] |f:0.1|. Reported procedure: Sodium methoxide (0.5 M MeOH solution; 0.9 mL, 0.43 mmol) was added drop-wise to a suspension of iv (104 mg, 0.198 mmol) in THF (10 mL). Acetaldehyde (40 μL, 0.69 mmol) was introduced and the mixture stirred for 90 min. The reaction was diluted with EtOAc (60 mL), washed with sat. NaHCO3(aq) (60 mL). The organic fraction was dried (MgSO4), concentrated in vacuo, and purified over silica (gradient elution: 0-10%, DCM-MeOH) affording v (79 mg, 96%). MS: 417.1 [M+H]+. The reactants are OCC(OC1CCCCO1)C(F)(F)F, O=[N+]([O-])c1ccc(F)cc1. The product is O=[N+]([O-])c1ccc(OCC(OC2CCCCO2)C(F)(F)F)cc1. RXN SMILES: [F:11][C:12]([CH:13]([CH2:14][OH:15])[O:16][CH:17]1[O:18][CH2:19][CH2:20][CH2:21][CH2:22]1)([F:23])[F:24].[F:1][c:2]1[cH:3][cH:4][c:5]([N+:8](=[O:9])[O-:10])[cH:6][cH:7]1>>[c:2]1([O:15][CH2:14][CH:13]([C:12]([F:11])([F:23])[F:24])[O:16][CH:17]2[O:18][CH2:19][CH2:20][CH2:21][CH2:22]2)[cH:3][cH:4][c:5]([N+:8](=[O:9])[O-:10])[cH:6][cH:7]1. Starting materials: C(C)NC(NOCC(=O)O)=O (2-(3-ethylureidooxy)acetic acid), N[C@H](C(=O)N(CC1=CC=CC2=CC=CC=C12)[C@H](C(OCC)OCC)C)COC(C)(C)C ((S)-2-amino-3-tert-butoxy-N—((S)-1,1-diethoxypropan-2-yl)-N-(naphthalen-1-ylmethyl)propanamide). Yields the product C(C)(C)(C)OC[C@@H](C(=O)N(CC1=CC=CC2=CC=CC=C12)[C@H](C(OCC)OCC)C)NC(CN(NC(=O)NCC)C)=O (2-(2-((S)-3-tert-butoxy-1-(((S)-1,1-diethoxypropan-2-yl)(naphthalen-1-ylmethyl)amino)-1-oxopropan-2-ylamino)-2-oxoethyl)-N-ethyl-2-methylhydrazinecarboxamide). The yield is 45.4%. RXN SMILES: [CH2:1]([NH:3][C:4](=[O:11])[NH:5]OCC(O)=O)[CH3:2].[NH2:12][C@@H:13]([CH2:37][O:38][C:39]([CH3:42])([CH3:41])[CH3:40])[C:14]([N:16]([C@@H:28]([CH3:36])[CH:29]([O:33][CH2:34][CH3:35])[O:30][CH2:31][CH3:32])[CH2:17][C:18]1[C:27]2[C:22](=[CH:23][CH:24]=[CH:25][CH:26]=2)[CH:21]=[CH:20][CH:19]=1)=[O:15]>>[C:39]([O:38][CH2:37][C@H:13]([NH:12][C:29](=[O:30])[CH2:28][N:16]([CH3:14])[NH:5][C:4]([NH:3][CH2:1][CH3:2])=[O:11])[C:14]([N:16]([C@@H:28]([CH3:36])[CH:29]([O:33][CH2:34][CH3:35])[O:30][CH2:31][CH3:32])[CH2:17][C:18]1[C:27]2[C:22](=[CH:23][CH:24]=[CH:25][CH:26]=2)[CH:21]=[CH:20][CH:19]=1)=[O:15])([CH3:42])([CH3:41])[CH3:40]. Procedure details: According to the procedure described in the synthesis method of Compound II-130, 2-(3-ethylureidooxy)acetic acid (Compound VI-13) 32 mg (0.18 mmol) was coupled with (S)-2-amino-3-tert-butoxy-N—((S)-1,1-diethoxypropan-2-yl)-N-(naphthalen-1-ylmethyl)propanamide (Compound IV-24) 65 mg (0.15 mmol) to obtain the title compound 20 mg (22%). The reactants are CCCCCCCC=C (propylene trimer), C(C=C)#N (acrylonitrile), C1=CC=CC=2SC3=CC=CC=C3NC12 (phenothiazine), S(O)(O)(=O)=O (sulfuric acid). Conditions: time 4 hour. The product is C(CCCCCCCC)NC(C=C)=O (N-Nonylacrylamide). As a reaction SMILES: [CH3:1][CH2:2][CH2:3][CH2:4][CH2:5][CH2:6][CH2:7][CH:8]=[CH2:9].[C:10](#[N:13])[CH:11]=[CH2:12].C1C2NC3C(=CC=CC=3)SC=2C=CC=1.S(=O)(=O)(O)[OH:29]>>[CH2:9]([NH:13][C:10](=[O:29])[CH:11]=[CH2:12])[CH2:8][CH2:7][CH2:6][CH2:5][CH2:4][CH2:3][CH2:2][CH3:1]. Reported procedure: To a mixture of propylene trimer (504 parts by weight (pbw)) acrylonitrile (232 pbw), and phenothiazine (0.4 pbw) is added 85% sulfuric acid (510 pbw) at 40°-45° C. over a period of one hour. The reaction is held at this temperature for an additional four hours, cooled and the upper layer (unreacted olefin, 95 pbw) separated. The lower aqueous layer is decanted into ice water (1500 pbw) and toluene (250 pbw) added. The upper organic layer is washed twice with 100 pbw portions of water, then with...